Dataset: the Open Reaction Database (ORD), a public repository of structured organic reaction records. Task: describe an organic reaction: reactants, conditions, products, and yield Product: OCC1=CC=C(C=C1)[C@@]1(CCN(C(O1)=O)[C@@H](C)C1=CC=C(C=C1)OC)C ((S)-6-(4-(hydroxymethyl)phenyl)-3-((S)-1-(4-methoxyphenyl)ethyl)-6-methyl-1,3-oxazinan-2-one). Reaction conditions: time 24 hour. As a reaction SMILES: [CH3:1][O:2][C:3]1[CH:8]=[CH:7][C:6]([C@@H:9]([N:11]2[CH2:16][CH2:15][C:14]([C:18]3[CH:25]=[CH:24][C:21]([CH:22]=[O:23])=[CH:20][CH:19]=3)([CH3:17])[O:13][C:12]2=[O:26])[CH3:10])=[CH:5][CH:4]=1.[BH4-].[Na+]>CO>[OH:23][CH2:22][C:21]1[CH:24]=[CH:25][C:18]([C@@:14]2([CH3:17])[O:13][C:12](=[O:26])[N:11]([C@H:9]([C:6]3[CH:5]=[CH:4][C:3]([O:2][CH3:1])=[CH:8][CH:7]=3)[CH3:10])[CH2:16][CH2:15]2)=[CH:19][CH:20]=1 |f:1.2|. Run in CO (MeOH). Procedure: A mixture of 0.0163 g of 4-(3-((S)-1-(4-methoxyphenyl)ethyl)-6-methyl-2-oxo-1,3-oxazinan-6-yl)benzaldehyde isomer 2, obtained as described above, and 0.100 g of NaBH4 in MeOH (3 mL) was stirred at room temperature for 24 h. After the solvent was evaporated, the residue was purified by reversed-phase HPLC (SunFire™ Prep C18 OBD™ 5 μm 19×50 mm column, 10%→90% CH3CN/H2O, 0.1% CF3COOH over 8 min and then 90% CH3CN/H2O, 0.1% CF3COOH over 2 min, flow rate 20 mL/min) to afford (S)-6-(4-(hydroxymethyl)p... The reactants are COC1=CC=C(C=C1)[C@H](C)N1C(OC(CC1)(C)C1=CC=C(C=O)C=C1)=O (4-(3-((S)-1-(4-methoxyphenyl)ethyl)-6-methyl-2-oxo-1,3-oxazinan-6-yl)benzaldehyde), [BH4-].[Na+] (NaBH4). Starting materials: C(C)O (ethanol), Cl.[N+](=O)([O-])C1=CC=C2CCNCC2=C1 (7-nitro-1,2,3,4-tetrahydroisoquinoline monohydrochloride), C([O-])([O-])=O.[K+].[K+] (potassium carbonate), C(C1=CC=CC=C1)Br (benzyl bromide). Run in CCOCC (ether), C(C)#N (acetonitrile), C(C)#N (acetonitrile). Run at time 8 hour. The product is Cl.C(C1=CC=CC=C1)N1CC2=CC(=CC=C2CC1)[N+](=O)[O-] (2-benzyl-7-nitro-1,2,3,4-tetrahydroisoquinoline hydrochloride). As a reaction SMILES: [ClH:1].[N+:2]([C:5]1[CH:14]=[C:13]2[C:8]([CH2:9][CH2:10][NH:11][CH2:12]2)=[CH:7][CH:6]=1)([O-:4])=[O:3].C(=O)([O-])[O-].[K+].[K+].[CH2:21](Br)[C:22]1[CH:27]=[CH:26][CH:25]=[CH:24][CH:23]=1.C(O)C>C(#N)C.CCOCC>[ClH:1].[CH2:21]([N:11]1[CH2:10][CH2:9][C:8]2[C:13](=[CH:14][C:5]([N+:2]([O-:4])=[O:3])=[CH:6][CH:7]=2)[CH2:12]1)[C:22]1[CH:27]=[CH:26][CH:25]=[CH:24][CH:23]=1 |f:0.1,2.3.4,9.10|. Reported procedure: To a solution of 7-nitro-1,2,3,4-tetrahydroisoquinoline monohydrochloride (2.50 g, 11.6mmol) and potassium carbonate (2.0 g) in acetonitrile (100 ml) was added benzyl bromide (2.22 g, 13.0 mmol) in acetonitrile (10 ml). The solution was stirred overnight and the solid was then removed by filtration. The solvent was removed in vacuo to give a solid which was partitioned between methylene chloride and water. The dried (MgSO4) organic phase was concentrated and the resulting oil was taken up in eth... Reactants: ClC=1C=C(C=CC1Cl)C1C(CN(CCO1)C(=O)OC(C)(C)C)COC (tert-butyl (6RS,7RS)-7-(3,4-dichlorophenyl)-6-(methoxymethyl)-1,4-oxazepane-4-carboxylate), C(C)(=O)OCC.Cl (hydrogen chloride-ethyl acetate). The solvent is C(C)(=O)OCC (ethyl acetate). Reaction conditions: time 2 hour. The product is Cl.ClC=1C=C(C=CC1Cl)C1C(CNCCO1)COC ((6RS,7RS)-7-(3,4-dichlorophenyl)-6-(methoxymethyl)-1,4-oxazepane monohydrochloride). Isolated yield 110.0%. As a reaction SMILES: [Cl:1][C:2]1[CH:3]=[C:4]([CH:9]2[O:15][CH2:14][CH2:13][N:12](C(OC(C)(C)C)=O)[CH2:11][CH:10]2[CH2:23][O:24][CH3:25])[CH:5]=[CH:6][C:7]=1[Cl:8].C(OCC)(=O)C.Cl>C(OCC)(=O)C>[ClH:1].[Cl:1][C:2]1[CH:3]=[C:4]([CH:9]2[O:15][CH2:14][CH2:13][NH:12][CH2:11][CH:10]2[CH2:23][O:24][CH3:25])[CH:5]=[CH:6][C:7]=1[Cl:8] |f:1.2,4.5|. Reported procedure: To a solution of tert-butyl (6RS,7RS)-7-(3,4-dichlorophenyl)-6-(methoxymethyl)-1,4-oxazepane-4-carboxylate (58 mg) in ethyl acetate (2 mL) was added 4 N hydrogen chloride-ethyl acetate solution (3.0 mL), and the mixture was stirred at room temperature for 2 hr. The crystals obtained by concentration under reduced pressure were recrystallized from ethanol to give the title compound (26.7 mg). Starting materials: O1N=C(N=C1)C(C)(C)NC(=O)C=1C=C(C=CC1)C=1C=C2C(=NC1\C=C\C)OC(=C2C(=O)NC)C2=CC=C(C=C2)F ((E)-5-(3-((2-(1,2,4-oxadiazol-3-yl)propan-2-yl)carbamoyl)phenyl)-2-(4-fluorophenyl)-N-methyl-6-(prop-1-en-1-yl)furo[2,3-b]pyridine-3-carboxamide). Reagents/catalysts: [Pd] (Pd/C), [Pd] (Pd/C). The solvent is CO (MeOH). Conditions: time 4 hour. Product: C(#N)C(C)(C)NC(=O)C=1C=C(C=CC1)C=1C=C2C(=NC1CCC)OC(=C2C(=O)NC)C2=CC=C(C=C2)F (5-(3-((2-cyanopropan-2-yl)carbamoyl)phenyl)-2-(4-fluorophenyl)-N-methyl-6-propylfuro[2,3-b]pyridine-3-carboxamide). Isolated yield 10.9%. Reaction SMILES: O1C=N[C:3]([C:6]([NH:9][C:10]([C:12]2[CH:13]=[C:14]([C:18]3[CH:19]=[C:20]4[C:29]([C:30]([NH:32][CH3:33])=[O:31])=[C:28]([C:34]5[CH:39]=[CH:38][C:37]([F:40])=[CH:36][CH:35]=5)[O:27][C:21]4=[N:22][C:23]=3/[CH:24]=[CH:25]/[CH3:26])[CH:15]=[CH:16][CH:17]=2)=[O:11])([CH3:8])[CH3:7])=[N:2]1>CO.[Pd]>[C:3]([C:6]([NH:9][C:10]([C:12]1[CH:13]=[C:14]([C:18]2[CH:19]=[C:20]3[C:29]([C:30]([NH:32][CH3:33])=[O:31])=[C:28]([C:34]4[CH:39]=[CH:38][C:37]([F:40])=[CH:36][CH:35]=4)[O:27][C:21]3=[N:22][C:23]=2[CH2:24][CH2:25][CH3:26])[CH:15]=[CH:16][CH:17]=1)=[O:11])([CH3:7])[CH3:8])#[N:2]. Procedure details: Pd/C (9.0 mg, 8.5 μmol) was added to a stirring solution of (E)-5-(3-((2-(1,2,4-oxadiazol-3-yl)propan-2-yl)carbamoyl)phenyl)-2-(4-fluorophenyl)-N-methyl-6-(prop-1-en-1-yl)furo[2,3-b]pyridine-3-carboxamide (23 mg, 0.043 mmol) in MeOH (853 μl) at room temperature. The reaction mixture was placed in a Parr bomb and charged with 25 PSI of H2 (g) and the reaction mixture was allowed to stir for 4 hours. LCMS indicated no conversion. Pd/C (9.0 mg, 8.5 μmol) was added and the reaction mixture was place... Reactants: NC[C@H]1[C@@H](CN(CC1)CC1=CC=CC=C1)O ((3S,4S)-4-(aminomethyl)-1-benzylpiperidin-3-ol), CN(C)C=O (DMF), C1=CN(C=N1)C(=O)N2C=CN=C2 (CDI). The solvent is CCOC(=O)C (EtOAc). Run at temperature 65 celsius. Yields the product C(C1=CC=CC=C1)N1C[C@@H]2[C@H](CNC(O2)=O)CC1 ((4aS,8aS)-7-benzyloctahydro-2H-pyrido[4,3-e][1,3]oxazin-2-one). Yield: 69.0%. Reaction SMILES: [NH2:1][CH2:2][C@@H:3]1[CH2:8][CH2:7][N:6]([CH2:9][C:10]2[CH:15]=[CH:14][CH:13]=[CH:12][CH:11]=2)[CH2:5][C@H:4]1[OH:16].CN([CH:20]=[O:21])C.C1N=CN(C(N2C=NC=C2)=O)C=1>CCOC(C)=O>[CH2:9]([N:6]1[CH2:7][CH2:8][C@H:3]2[CH2:2][NH:1][C:20](=[O:21])[O:16][C@@H:4]2[CH2:5]1)[C:10]1[CH:15]=[CH:14][CH:13]=[CH:12][CH:11]=1. Procedure details: In a flask, was added (3S,4S)-4-(aminomethyl)-1-benzylpiperidin-3-ol (1.0 g, 4.5 mmol, Sunshine Labs), DMF (10 mL) and CDI (0.736 g, 4.54 mmol). The mixture was heated to about 65° C. for about 40 min. To the mixture was added EtOAc (20 mL) and washed with water (3×20 mL). The aqueous layers were combined and extracted with DCM (2×20 mL). The organic layers were combined, dried over MgSO4, filtered and concentrated under vacuum to give (4aS,8aS)-7-benzyloctahydro-2H-pyrido[4,3-e][1,3]oxazin-2-on... Starting materials: C(=O)([O-])[O-].[K+].[K+] (K2CO3), N1C[C@H](CC1)N ((S)-pyrrolidin-3-amine), FC1=CC=C(C(=O)OC)C=C1 (methyl 4-fluorobenzoate). Run in CS(=O)C (DMSO), CCOC(=O)C (AcOEt), O (H2O). Reaction conditions: temperature 130 celsius, time 18 hour. The product is N[C@@H]1CN(CC1)C1=CC=C(C(=O)OC)C=C1 ((S)-Methyl 4-(3-aminopyrrolidin-1-yl)benzoate). Yield: 64.9%. RXN SMILES: C([O-])([O-])=O.[K+].[K+].[NH:7]1[CH2:11][CH2:10][C@H:9]([NH2:12])[CH2:8]1.F[C:14]1[CH:23]=[CH:22][C:17]([C:18]([O:20][CH3:21])=[O:19])=[CH:16][CH:15]=1>CS(C)=O.CCOC(C)=O.O>[NH2:12][C@H:9]1[CH2:10][CH2:11][N:7]([C:14]2[CH:23]=[CH:22][C:17]([C:18]([O:20][CH3:21])=[O:19])=[CH:16][CH:15]=2)[CH2:8]1 |f:0.1.2|. Procedure details: K2CO3 (7.71 g, 55.84 mmol) was added to a solution of (S)-pyrrolidin-3-amine (5.0 g, 58.04 mmol) and methyl 4-fluorobenzoate (8.6 g, 55.81 mmol) in DMSO (20 mL). The reaction mixture was stirred for 18 h at 130° C. in a sealed tube. The reaction mixture was cooled, diluted with AcOEt and H2O, and extracted with AcOEt (3 times). The extract was washed with water, NH4Cl and brine, dried over MgSO4, filtered and concentrated to give the title compound 323 (7.98 g, 65% yield) as a pink solid. Starting materials: ClC1=NC(=NC(=C1OC1=C(C=CC=C1)OC)Cl)C1=CC(=NC=C1)C#N (4-[4,6-dichloro-5-(2-methoxy-phenoxy)-pyrimidine-2-yl]-pyridine-2-carbonitrile), CC=1C=CC(=NC1)S(=O)(=O)N (5-methyl-pyridine-2-sulfonamide), Cl (hydrochloric acid), C([O-])([O-])=O.[K+].[K+] (potassium carbonate). Reagents/catalysts: C1CN2CCN1CC2 (1,4-diazobicyclo[2.2.2]octane). Solvent: CC(=O)C (acetone), O (water). Reaction conditions: temperature 20 celsius, time 15 hour. Product: ClC1=C(C(=NC(=N1)C1=CC(=NC=C1)C#N)NS(=O)(=O)C1=NC=C(C=C1)C)OC1=C(C=CC=C1)OC (5-methyl-pyridine-2-sulfonic acid [6-chloro-2-(2-cyano-pyridine-4-yl)-5-(2-methoxy-phenoxy)-pyrimidine-4-yl]-amide). Yield: 93.8%. Reaction SMILES: [Cl:1][C:2]1[C:7]([O:8][C:9]2[CH:14]=[CH:13][CH:12]=[CH:11][C:10]=2[O:15][CH3:16])=[C:6](Cl)[N:5]=[C:4]([C:18]2[CH:23]=[CH:22][N:21]=[C:20]([C:24]#[N:25])[CH:19]=2)[N:3]=1.[CH3:26][C:27]1[CH:28]=[CH:29][C:30]([S:33]([NH2:36])(=[O:35])=[O:34])=[N:31][CH:32]=1.C(=O)([O-])[O-].[K+].[K+].Cl>C1N2CCN(CC2)C1.O.CC(C)=O>[Cl:1][C:2]1[N:3]=[C:4]([C:18]2[CH:23]=[CH:22][N:21]=[C:20]([C:24]#[N:25])[CH:19]=2)[N:5]=[C:6]([NH:36][S:33]([C:30]2[CH:29]=[CH:28][C:27]([CH3:26])=[CH:32][N:31]=2)(=[O:35])=[O:34])[C:7]=1[O:8][C:9]1[CH:14]=[CH:13][CH:12]=[CH:11][C:10]=1[O:15][CH3:16] |f:2.3.4|. Reported procedure: 12.5 g (33.5 mmol) of 4-[4,6-dichloro-5-(2-methoxy-phenoxy)-pyrimidine-2-yl]-pyridine-2-carbonitrile and 6.06 g (35 mmol) of 5-methyl-pyridine-2-sulfonamide were added to 130 ml of acetone. 15 g of potassium carbonate and 190 mg (1.6 mmol) of 1,4-diazobicyclo[2.2.2]octane were added and the suspension was stirred at 40° C. for 5 hr and at 20° C. for 15 hr. Then 50 ml of de-ionized water were added followed by dropwise addition of 50 ml of 3 N hydrochloric acid (pH of the solution=1). Acetone was...